Dataset: the Open Reaction Database (ORD), a public repository of structured organic reaction records. Task: describe an organic reaction: reactants, conditions, products, and yield Reactants: CC1CC2C3CCC4=CC(=O)CCC4(C)C3C(=O)CC2(C)C1(O)C(=O)CBr, CC(=O)[O-], [K+]. The product is CC(=O)OCC(=O)C1(O)C(C)CC2C3CCC4=CC(=O)CCC4(C)C3C(=O)CC21C. RXN SMILES: [Br:1][CH2:2][C:3]([C:4]1([OH:26])[CH:5]([CH3:25])[CH2:6][CH:7]2[CH:8]3[CH2:9][CH2:10][C:11]4=[CH:12][C:13](=[O:24])[CH2:14][CH2:15][C:16]4([CH3:17])[CH:18]3[C:19](=[O:23])[CH2:20][C:21]12[CH3:22])=[O:27].[CH3:29][C:30]([O-:31])=[O:32].[K+:28]>>[CH2:2]([C:3]([C:4]1([OH:26])[CH:5]([CH3:25])[CH2:6][CH:7]2[CH:8]3[CH2:9][CH2:10][C:11]4=[CH:12][C:13](=[O:24])[CH2:14][CH2:15][C:16]4([CH3:17])[CH:18]3[C:19](=[O:23])[CH2:20][C:21]12[CH3:22])=[O:27])[O:32][C:30]([CH3:29])=[O:31]. Reactants: ClC1=NSN=C1S(=O)(=O)CC (chloro-4-ethylsulfonyl-1,2,5-thiadiazole), ICCCC (1-iodobutane), [H-].[Na+] (NaH), C(C)(C)(C)NC(=O)N1CC(CC1)O ((±)-1-t-butylcarbamoyl-3-hydroxypyrrolidine), Na2S-9H2O. The solvent is C1CCOC1 (THF), C1CCOC1 (THF), CN(C)C=O (DMF). Reaction conditions: temperature 10 celsius, time 1 hour. Yields the product C(CCC)SC1=NSN=C1OC1CNCC1 ((±)-3-Butylthio-4-(3-pyrrolidinyloxy)-1,2,5-thiadiazole). As a reaction SMILES: [H-].[Na+].C(NC([N:10]1[CH2:14][CH2:13][CH:12]([OH:15])[CH2:11]1)=O)(C)(C)C.Cl[C:17]1[C:21]([S:22]([CH2:25][CH3:26])(=O)=O)=[N:20][S:19][N:18]=1.I[CH2:28][CH2:29]CC>C1COCC1.CN(C=O)C>[CH2:25]([S:22][C:21]1[C:17]([O:15][CH:12]2[CH2:13][CH2:14][NH:10][CH2:11]2)=[N:18][S:19][N:20]=1)[CH2:26][CH2:28][CH3:29] |f:0.1|. Procedure details: A suspension of NaH (0.22 g, 0.009 mol) in THF (30 mL) was treated with (±)-1-t-butylcarbamoyl-3-hydroxypyrrolidine (1.73 g, 0.0092 mol), and the reaction heated to reflux for 35 min. After cooling to 10° C., chloro-4-ethylsulfonyl-1,2,5-thiadiazole (1.96 g, 0.0092 mol) in THF (5 mL) was added, cooling was removed, and the reaction heated to 35° C. for 16 h. The reaction was diluted with H2O, ether added, and the ether extract separated. The ether extract was washed with H2O, dried, and the solv... Starting materials: [NH4+].[OH-].O (NH4OH H2O), C(OC)Cl (MOMCl), OCC1=CC=C(C#N)C=C1 (4-Hydroxymethyl-benzonitrile), C(C)(C)N(C(C)C)CC (N,N-diisopropylethylamine), C(OC)Cl (MOMCl). Solvent: C1CCOC1 (THF). Conditions: time 16 hour. The product is COCOCC1=CC=C(C#N)C=C1 (4-Methoxymethoxymethylbenzonitrile). Isolated yield 38.8%. RXN SMILES: [OH:1][CH2:2][C:3]1[CH:10]=[CH:9][C:6]([C:7]#[N:8])=[CH:5][CH:4]=1.C(N(CC)C(C)C)(C)C.[CH2:20](Cl)[O:21][CH3:22].[NH4+].[OH-].O>C1COCC1>[CH3:20][O:21][CH2:22][O:1][CH2:2][C:3]1[CH:10]=[CH:9][C:6]([C:7]#[N:8])=[CH:5][CH:4]=1 |f:3.4.5|. Procedure details: 4-Hydroxymethyl-benzonitrile (3.1 g, 23.3 mmoles) was combined with N,N-diisopropylethylamine (4.9 mL, 28 mmoles) in 100 mL of anhydrous THF. To this solution was added MOMCl (3.5 mL, 46.1 mmoles) and the mixture was stirred at room temperature for 16 hours. After this period a solution of NH4OH/H2O (1:1, 20 mL) was added (-MOMCl) and the solution was stirred for 15 minutes. After this period the reaction mixture was evaporated in vacuo (-THF) and the resulting mixture was extracted with DCM (3×... Starting materials: ClC1=C(C=CC(=C1)I)NC1=C(C(=O)O)C=CN=C1 (3-[(2-chloro-4-iodophenyl)amino]isonicotinic acid), ClC1=C(C=CC(=C1)I)NC1=C(C(=O)O)C=CN=C1 (3-[(2-chloro-4-iodophenyl)amino]isonicotinic acid), C(C)ON (O-ethyl-hydroxylamine). The product is C(C)ONC(C1=C(C=NC=C1)NC1=CC=C(C=C1)I)=O (N-ethoxy-3-(4-iodo-phenylamino)-isonicotinamide). Reaction SMILES: Cl[C:2]1[CH:7]=[C:6]([I:8])[CH:5]=[CH:4][C:3]=1[NH:9][C:10]1[CH:18]=[N:17][CH:16]=[CH:15][C:11]=1[C:12]([OH:14])=O.[CH2:19]([O:21][NH2:22])[CH3:20]>>[CH2:19]([O:21][NH:22][C:12](=[O:14])[C:11]1[CH:15]=[CH:16][N:17]=[CH:18][C:10]=1[NH:9][C:3]1[CH:2]=[CH:7][C:6]([I:8])=[CH:5][CH:4]=1)[CH3:20]. Procedure details: N-ethoxy-3-(4-iodo-phenylamino)-isonicotinamide was synthesized according to the procedure for General Method 1, outlined above, starting with 0.30 mmol of 3-[(2-chloro-4-iodophenyl)amino]isonicotinic acid (intermediate 2) and 0.40 mmol of O-ethyl-hydroxylamine LC/MS [9.14 min; 418 (M+1)] Starting materials: CC(C)C1(C)SC(NC2CCC(O[Si](C)(C)C(C)(C)C)C2)=NC1=O, C1CCOC1, CCCC[N+](CCCC)(CCCC)CCCC, [F-]. Yields the product CC(C)C1(C)SC(NC2CCC(O)C2)=NC1=O. RXN SMILES: [C:1]([Si:2]([CH3:3])([CH3:4])[O:6][CH:7]1[CH2:8][CH:9]([NH:12][C:13]2=[N:17][C:16](=[O:18])[C:15]([CH3:19])([CH:20]([CH3:21])[CH3:22])[S:14]2)[CH2:10][CH2:11]1)([CH3:5])([CH3:23])[CH3:24].[CH2:43]1[O:44][CH2:45][CH2:46][CH2:47]1.[CH3:26][CH2:27][CH2:28][CH2:29][N+:30]([CH2:31][CH2:32][CH2:33][CH3:34])([CH2:35][CH2:36][CH2:37][CH3:38])[CH2:39][CH2:40][CH2:41][CH3:42].[F-:25]>>[OH:6][CH:7]1[CH2:8][CH:9]([NH:12][C:13]2=[N:17][C:16](=[O:18])[C:15]([CH3:19])([CH:20]([CH3:21])[CH3:22])[S:14]2)[CH2:10][CH2:11]1. RXN SMILES: [Cl:1][C:2]1[CH:3]=[CH:4][C:5]([NH:8][C:9](=[O:27])[C:10]2[CH:15]=[CH:14][CH:13]=[CH:12][C:11]=2[NH:16][C:17]([O:19][CH2:20][CH:21]2[CH2:26][CH2:25][NH:24][CH2:23][CH2:22]2)=[O:18])=[N:6][CH:7]=1.C([BH3-])#N.[Na+].Cl.[CH3:33][C:34]([CH3:36])=O>>[ClH:1].[Cl:1][C:2]1[CH:3]=[CH:4][C:5]([NH:8][C:9](=[O:27])[C:10]2[CH:15]=[CH:14][CH:13]=[CH:12][C:11]=2[NH:16][C:17]([O:19][CH:20]([CH:21]2[CH2:26][CH2:25][NH:24][CH2:23][CH2:22]2)[CH:34]([CH3:36])[CH3:33])=[O:18])=[N:6][CH:7]=1 |f:1.2,5.6|. Reactants: ClC=1C=CC(=NC1)NC(C1=C(C=CC=C1)NC(=O)OCC1CCNCC1)=O (N-(5-chloropyridin-2-yl)-2-[(piperidin-4-ylmethoxycarbonyl)amino]benzamide), CC(=O)C (acetone), C(#N)[BH3-].[Na+] (sodium cyanoborohydride), Cl (HCl). Procedure: Using a similar procedure to that described in Example 9-C, N-(5-chloropyridin-2-yl)-2-[(piperidin-4-ylmethoxycarbonyl)amino]benzamide (100 mg, 0.199 mmol), acetone (0.075 mL), and sodium cyanoborohydride (50 mg, 0.80 mmol) yielded, after treatment with HCl, 25 mg of the title compound as a hydrochloride salt. Yields the product Cl.ClC=1C=CC(=NC1)NC(C1=C(C=CC=C1)NC(=O)OC(C(C)C)C1CCNCC1)=O (N-(5-Chloropyridin-2-yl)-2-[(1-isopropylpiperidin-4-ylmethoxycarbonyl)amino]benzamide Hydrochloride). Starting materials: C=Cc1cc(-c2nnn[nH]2)n(-c2ccc(Cn3c(CCC)nc4c(C)ccnc43)cc2)c1, CO. Yields the product CCCc1nc2c(C)ccnc2n1Cc1ccc(-n2cc(CC)cc2-c2nnn[nH]2)cc1. RXN SMILES: [CH3:1][c:2]1[c:3]2[c:4]([n:5][cH:6][cH:7]1)[n:8]([CH2:14][c:15]1[cH:16][cH:17][c:18](-[n:21]3[c:22](-[c:28]4[n:29][n:30][n:31][nH:32]4)[cH:23][c:24]([CH:26]=[CH2:27])[cH:25]3)[cH:19][cH:20]1)[c:9]([CH2:11][CH2:12][CH3:13])[n:10]2.[CH3:33][OH:34]>>[CH3:1][c:2]1[c:3]2[c:4]([n:5][cH:6][cH:7]1)[n:8]([CH2:14][c:15]1[cH:16][cH:17][c:18](-[n:21]3[c:22](-[c:28]4[n:29][n:30][n:31][nH:32]4)[cH:23][c:24]([CH2:26][CH3:27])[cH:25]3)[cH:19][cH:20]1)[c:9]([CH2:11][CH2:12][CH3:13])[n:10]2. Run in C1CCOC1 (THF), C1CCOC1 (THF). Starting materials: CN(C1(CCC(CC1)=O)C1=CC=CC=C1)C (4-(dimethylamino)-4-phenylcyclohexanone), C(CCC)[Li] (butyl lithium), CCCCCC (hexane), BrCC(=O)OC (methyl bromoacetate), [OH-].[Na+] (NaOH). Procedure: Diisopropylamine (2.1 ml, 15 mmol) was provided in dry THF (30 ml) in argon and mixed with a solution of butyl lithium in hexane (2.5M, 5 ml, 12.5 mmol) at −30° C. (bath temperature). The reaction mixture was cooled to −78° C. After this temperature was reached, 4-(dimethylamino)-4-phenylcyclohexanone (2.17 g, 10 mmol), dissolved in dry THF (10 ml), was added in drops within 1 min. The batch was left for 30 min at −78° C. Then, methyl bromoacetate (1 ml, 10.6 mmol), dissolved in dry THF (5 ml), ... Run at temperature -78 celsius, time 30 minute. RXN SMILES: [CH2:1]([Li])CCC.CCCCCC.[CH3:12][N:13]([CH3:27])[C:14]1([C:21]2[CH:26]=[CH:25][CH:24]=[CH:23][CH:22]=2)[CH2:19][CH2:18][C:17](=[O:20])[CH2:16][CH2:15]1.Br[CH2:29][C:30]([O:32][CH3:33])=[O:31].[OH-].[Na+]>C1COCC1>[C:30]([O:32][CH2:33][CH:18]1[CH2:19][C:14]([N:13]([CH3:27])[CH3:12])([C:21]2[CH:22]=[CH:23][CH:24]=[CH:25][CH:26]=2)[CH2:15][CH2:16][C:17]1=[O:20])(=[O:31])[CH:29]=[CH2:1] |f:4.5|. Product: C(C=C)(=O)OCC1C(CCC(C1)(C1=CC=CC=C1)N(C)C)=O ((±)-(5-Dimethylamino-2-oxo-5-phenylcyclohexyl)methyl acrylate), residue.